From a dataset of the Open Reaction Database (ORD), a public repository of structured organic reaction records. describe an organic reaction: reactants, conditions, products, and yield Reactants: Cc1cccc([N+](=O)[O-])c1CO, CC(C)=O, C1CCC(NC2CCCCC2)CC1, Cc1ccc(S(=O)(=O)Cl)cc1. Product: Cc1ccc(S(=O)(=O)OCc2c(C)cccc2[N+](=O)[O-])cc1. RXN SMILES: [CH3:1][c:2]1[c:3]([CH2:4][OH:5])[c:6]([N+:10](=[O:11])[O-:12])[cH:7][cH:8][cH:9]1.[CH3:37][C:38](=[O:39])[CH3:40].[CH:24]1([NH:25][CH:26]2[CH2:27][CH2:28][CH2:29][CH2:30][CH2:31]2)[CH2:32][CH2:33][CH2:34][CH2:35][CH2:36]1.[S:13](=[O:14])(=[O:15])([c:16]1[cH:17][cH:18][c:19]([CH3:20])[cH:21][cH:22]1)[Cl:23]>>[CH3:1][c:2]1[c:3]([CH2:4][O:5][S:13](=[O:14])(=[O:15])[c:16]2[cH:17][cH:18][c:19]([CH3:20])[cH:21][cH:22]2)[c:6]([N+:10](=[O:11])[O-:12])[cH:7][cH:8][cH:9]1. The reactants are OCC(C(=O)O)(C)C (3-hydroxy-2,2-dimethylpropionic acid), N (ammonia), Cl (hydrochloric acid), C(C)OCC (diethyl ether), C(C)(C)N(C(C)C)CC (N,N-diisopropylethylamine), COCCl (chloromethyl methyl ether). Run in ClCCl (dichloromethane), ClCCl (dichloromethane). Run at time 8 hour. Yields the product COCOC(C(COCOC)(C)C)=O (3-methoxymethoxy-2,2-dimethylpropionic acid methoxymethyl ester). As a reaction SMILES: [OH:1][CH2:2][C:3]([CH3:8])([CH3:7])[C:4]([OH:6])=[O:5].[CH3:9][O:10][CH2:11]Cl.C(N(CC)C(C)C)(C)C.N.Cl.[CH2:24]([O:26][CH2:27]C)C>ClCCl>[CH3:9][O:10][CH2:11][O:5][C:4](=[O:6])[C:3]([CH3:8])([CH3:7])[CH2:2][O:1][CH2:24][O:26][CH3:27]. Procedure details: To a mixture of 3-hydroxy-2,2-dimethylpropionic acid [CAS No. 4835-90-9] (10 g) and dichloromethane (350 mL), at 0° C., chloromethyl methyl ether (16.1 mL) dissolved in dichloromethane (30 mL) and N,N-diisopropylethylamine (44.2 mL) were sequentially added. After stirring the mixture overnight at room temperature, aqueous ammonia (50 mL) was added thereto. To the mixture, 2 N hydrochloric acid (500 mL) and diethyl ether (800 mL) were added, and the resulting mixture was shaken, followed by colle...